describe an organic reaction: reactants, conditions, products, and yield From a dataset of the Open Reaction Database (ORD), a public repository of structured organic reaction records. Reactants: C(C)(C)(C)C=1C=C(C=CC1)NC(C1=CC=C(C=C1)C1CCNCC1)=O (N-(3-tert-butyl-phenyl)-4-piperidin-4-yl-benzamide), ClC1=NC=C(C(=O)O)C=C1 (6-chloro-nicotinic acid), C(C)(C)(C)C=1C=C(C=CC1)NC(=O)C1=CC(=C(C=C1)N1CCN(CC1)C1=CC=C(C(=O)O)C=C1)F (4-{4-[4-(3-tert-butyl-phenylcarbamoyl)-2-fluoro-phenyl]-piperazin-1-yl}-benzoic acid). The product is C(C)(C)(C)C=1C=C(C=CC1)NC(=O)C1=CC=C(C=C1)N1CCN(CC1)C1=NC=C(C(=O)O)C=C1 (6-{4-[4-(3-tert-Butyl-phenylcarbamoyl)-phenyl]-piperazin-1-yl}-nicotinic acid). Reaction SMILES: C(C1C=C(NC(=O)C2C=CC(C3CCNCC3)=CC=2)C=CC=1)(C)(C)C.Cl[C:27]1[CH:35]=[CH:34][C:30]([C:31]([OH:33])=[O:32])=[CH:29][N:28]=1.[C:36]([C:40]1[CH:41]=[C:42]([NH:46][C:47]([C:49]2[CH:54]=[CH:53][C:52]([N:55]3[CH2:60][CH2:59][N:58](C4C=CC(C(O)=O)=CC=4)[CH2:57][CH2:56]3)=[C:51](F)[CH:50]=2)=[O:48])[CH:43]=[CH:44][CH:45]=1)([CH3:39])([CH3:38])[CH3:37]>>[C:36]([C:40]1[CH:41]=[C:42]([NH:46][C:47]([C:49]2[CH:54]=[CH:53][C:52]([N:55]3[CH2:60][CH2:59][N:58]([C:27]4[CH:35]=[CH:34][C:30]([C:31]([OH:33])=[O:32])=[CH:29][N:28]=4)[CH2:57][CH2:56]3)=[CH:51][CH:50]=2)=[O:48])[CH:43]=[CH:44][CH:45]=1)([CH3:39])([CH3:37])[CH3:38]. Procedure details: 6-{4-[4-(3-tert-Butyl-phenylcarbamoyl)-phenyl]-piperazin-1-yl}-nicotinic acid was synthesized from N-(3-tert-butyl-phenyl)-4-piperidin-4-yl-benzamide and 6-chloro-nicotinic acid in a manner similar to the one described in the synthesis of 4-{4-[4-(3-tert-butyl-phenylcarbamoyl)-2-fluoro-phenyl]-piperazin-1-yl}-benzoic acid above. LCMS calcd for C28H31N3O3 (m/e) 457, obsd 458 (M+H). Starting materials: NC=1NC2=C(N1)C=CC=C2 (2-aminobenzimidazole), FC=1C=C(CBr)C=C(C1)F (3,5-difluorobenzyl bromide). Product: FC=1C=C(CN2C(N(C3=C2C=CC=C3)CC3=CC(=CC(=C3)F)F)=N)C=C(C1)F (1,3-Bis(3,5-difluorobenzyl)-1,3-dihydrobenzoimidazol-2-ylideneamine). Reaction SMILES: [NH2:1][C:2]1[NH:3][C:4]2[CH:10]=[CH:9][CH:8]=[CH:7][C:5]=2[N:6]=1.[F:11][C:12]1[CH:13]=[C:14]([CH:17]=[C:18]([F:20])[CH:19]=1)[CH2:15]Br>>[F:11][C:12]1[CH:13]=[C:14]([CH:17]=[C:18]([F:20])[CH:19]=1)[CH2:15][N:3]1[C:4]2[CH:10]=[CH:9][CH:8]=[CH:7][C:5]=2[N:6]([CH2:15][C:14]2[CH:13]=[C:12]([F:11])[CH:19]=[C:18]([F:20])[CH:17]=2)[C:2]1=[NH:1]. Procedure details: The title compound was prepared from 2-aminobenzimidazole and 3,5-difluorobenzyl bromide by Procedure A. The title product was isolated by filtration and washed with acetonitrile and water to give the title compound as the free base (white solid, mp 144-145° C.). MS(ES+) m/z 386 ([M+1]+, 100). The reactants are C(C)OC(C)=NC(C1=CC(=CC=C1)F)=O (N-(1-ethoxy-ethylidene)-3-fluoro-benzamide), N(N)C1=CC=C(C=N1)S(=O)(=O)N (6-hydrazinopyridine-3-sulfonic acid amide), O (water). The solvent is ClCCl (dichloromethane), CO (methanol). Conditions: time 8 hour. Yields the product FC=1C=C(C=CC1)C1=NC(=NN1C1=CC=C(C=N1)S(=O)(=O)N)C (6-[5-(3-fluoro-phenyl)-3-mehtyl-[1,2,4]triazole-1-yl]-pyridine-3-sulfonic acid amide). Yield: 53.1%. RXN SMILES: C(O[C:4](=[N:6][C:7](=O)[C:8]1[CH:13]=[CH:12][CH:11]=[C:10]([F:14])[CH:9]=1)[CH3:5])C.[NH:16]([C:18]1[N:23]=[CH:22][C:21]([S:24]([NH2:27])(=[O:26])=[O:25])=[CH:20][CH:19]=1)[NH2:17].O>ClCCl.CO>[F:14][C:10]1[CH:9]=[C:8]([C:7]2[N:16]([C:18]3[N:23]=[CH:22][C:21]([S:24]([NH2:27])(=[O:26])=[O:25])=[CH:20][CH:19]=3)[N:17]=[C:4]([CH3:5])[N:6]=2)[CH:13]=[CH:12][CH:11]=1. Procedure details: N-(1-ethoxy-ethylidene)-3-fluoro-benzamide 438 mg (2.09 mmol) was dissolved in a mixed solvent of dichloromethane 20 ml and methanol 10 ml, and 6-hydrazinopyridine-3-sulfonic acid amide 433 mg (2.23 mmol) was added to the solution and stirred for 8 hours. After completing the reaction, water 20 ml was added to the reacting solution and extracted two times with dichloromethane, and then the collected organic layer was washed with saturated brine. The organic layer was dried with anhydrous magnesi...